This data is from the Open Reaction Database (ORD), a public repository of structured organic reaction records. The task is: describe an organic reaction: reactants, conditions, products, and yield Starting materials: [Br-], FC(F)(F)c1cc(Br)ccc1CBr, [C-]#N, CCCC[N+](CCCC)(CCCC)CCCC, ClCCl, [K+], O. The product is N#CCc1ccc(Br)cc1C(F)(F)F. Reaction SMILES: [Br-:17].[Br:1][c:2]1[cH:3][c:4]([C:10]([F:11])([F:12])[F:13])[c:5]([CH2:8][Br:9])[cH:6][cH:7]1.[C-:14]#[N:15].[CH3:18][CH2:19][CH2:20][CH2:21][N+:22]([CH2:23][CH2:24][CH2:25][CH3:26])([CH2:27][CH2:28][CH2:29][CH3:30])[CH2:31][CH2:32][CH2:33][CH3:34].[Cl:35][CH2:36][Cl:37].[K+:16].[OH2:38]>>[Br:1][c:2]1[cH:3][c:4]([C:10]([F:11])([F:12])[F:13])[c:5]([CH2:8][C:14]#[N:15])[cH:6][cH:7]1. Starting materials: CCOC(C)=O, CCN(C(C)C)C(C)C, O=CO, ClCCl, Cl, Nc1nccn2c(C3CCNCC3)nc(-c3cc4ccccc4[nH]3)c12. Product: Nc1nccn2c(C3CCN(C=O)CC3)nc(-c3cc4ccccc4[nH]3)c12. RXN SMILES: [CH3:39][CH2:40][O:41][C:42]([CH3:43])=[O:44].[CH:27]([N:28]([CH2:29][CH3:30])[CH:31]([CH3:32])[CH3:33])([CH3:34])[CH3:35].[CH:36](=[O:37])[OH:38].[Cl:45][CH2:46][Cl:47].[ClH:1].[nH:2]1[c:3](-[c:11]2[n:12][c:13]([CH:21]3[CH2:22][CH2:23][NH:24][CH2:25][CH2:26]3)[n:14]3[c:15]2[c:16]([NH2:20])[n:17][cH:18][cH:19]3)[cH:4][c:5]2[cH:6][cH:7][cH:8][cH:9][c:10]12>>[nH:2]1[c:3](-[c:11]2[n:12][c:13]([CH:21]3[CH2:22][CH2:23][N:24]([CH:36]=[O:37])[CH2:25][CH2:26]3)[n:14]3[c:15]2[c:16]([NH2:20])[n:17][cH:18][cH:19]3)[cH:4][c:5]2[cH:6][cH:7][cH:8][cH:9][c:10]12. Starting materials: COC(C)(C)C, O=C([O-])O, CNCC(OC)OC, [Na+], O, O=C(Cl)Cc1ccccc1. The product is COC(CN(C)C(=O)Cc1ccccc1)OC. Reaction SMILES: [C:24]([O:25][CH3:26])([CH3:27])([CH3:28])[CH3:29].[C:9](=[O:10])([OH:11])[O-:12].[CH3:1][O:2][CH:3]([CH2:4][NH:5][CH3:6])[O:7][CH3:8].[Na+:13].[OH2:30].[c:14]1([CH2:20][C:21](=[O:22])[Cl:23])[cH:15][cH:16][cH:17][cH:18][cH:19]1>>[CH3:1][O:2][CH:3]([CH2:4][N:5]([CH3:6])[C:21]([CH2:20][c:14]1[cH:15][cH:16][cH:17][cH:18][cH:19]1)=[O:22])[O:7][CH3:8]. Procedure: The title compound was prepared from 2-aminopyridine and 1-bromo-2-butanone, employing procedures analogous to those described for Piperidine 1. 1H NMR (500 MHz, CDCl3) δ 1.34 (t, J=7.3 Hz, 3H), 2.82 (q, J=7.6 Hz, 2H), 6.70 (t, J=6.6 Hz, 1H), 7.10 (m, 1H), 7.32 (s, 3H), 7.51 (d, J=8.9 Hz, 1H), 8.03 (dd, J=6.6, 0.9 Hz, 1H). As a reaction SMILES: [NH2:1][C:2]1[CH:7]=[CH:6][CH:5]=[CH:4][N:3]=1.Br[CH2:9][C:10](=O)[CH2:11][CH3:12].C(OC(N1CCC(CC(Br)=O)CC1)=O)(C)(C)C>>[CH2:11]([C:10]1[N:1]=[C:2]2[CH:7]=[CH:6][CH:5]=[CH:4][N:3]2[CH:9]=1)[CH3:12]. Yields the product C(C)C=1N=C2N(C=CC=C2)C1 (2-Ethyl-imidazo[1,2-a]pyridine). Reactants: NC1=NC=CC=C1 (2-aminopyridine), BrCC(CC)=O (1-bromo-2-butanone), C(C)(C)(C)OC(=O)N1CCC(CC1)CC(=O)Br (1-t-butyloxycarbonyl-4-(1-bromo-formylmethyl)piperidine). The reactants are Intermediate I, FC(OC1=CC=C(N)C=C1)(F)F (4-(trifluoromethoxy)aniline), BrC=1C=CC=2N(C1)C=C(N2)C(=O)OCC (ethyl 6-bromoimidazo[1,2-a]pyridine-2-carboxylate). Product: BrC=1C=CC=2N(C1)C=C(N2)C(=O)NC2=CC=C(C=C2)OC(F)(F)F (6-Bromo-N-(4-(trifluoromethoxy)phenyl)imidazo[1,2-a]pyridine-2-carboxamide). RXN SMILES: [F:1][C:2]([F:12])([F:11])[O:3][C:4]1[CH:10]=[CH:9][C:7]([NH2:8])=[CH:6][CH:5]=1.[Br:13][C:14]1[CH:15]=[CH:16][C:17]2[N:18]([CH:20]=[C:21]([C:23](OCC)=[O:24])[N:22]=2)[CH:19]=1>>[Br:13][C:14]1[CH:15]=[CH:16][C:17]2[N:18]([CH:20]=[C:21]([C:23]([NH:8][C:7]3[CH:9]=[CH:10][C:4]([O:3][C:2]([F:11])([F:12])[F:1])=[CH:5][CH:6]=3)=[O:24])[N:22]=2)[CH:19]=1. Procedure details: The title compound was prepared by essentially following the same procedures described for Intermediate I, using 4-(trifluoromethoxy)aniline and ethyl 6-bromoimidazo[1,2-a]pyridine-2-carboxylate as starting materials. The reactants are C1(=CC=CC=C1)/C(=C(\CC)/C1=CC=CC=C1)/C1=CC=C(C=C1)C=CC(=O)O (3-[4-(Z)-(1,2-diphenylbut-1-enyl)phenyl]-acrylic acid), [N+](=O)([O-])C1=CC=C(C=C1)S(=O)(=O)N (4-nitrobenzenesulfonamide). The product is C1(=CC=CC=C1)C(=C(CC)C1=CC=CC=C1)C1=CC=C(C=C1)C=CC(=O)NS(=O)(=O)C1=CC=C(C=C1)[N+](=O)[O-] (N-{3-[4-(1,2-diphenyl-but-1-enyl)-phenyl]-acryloyl}-4-nitro-benzenesulfonamide). As a reaction SMILES: [C:1]1(/[C:7](/[C:17]2[CH:22]=[CH:21][C:20]([CH:23]=[CH:24][C:25](O)=[O:26])=[CH:19][CH:18]=2)=[C:8](/[C:11]2[CH:16]=[CH:15][CH:14]=[CH:13][CH:12]=2)\[CH2:9][CH3:10])[CH:6]=[CH:5][CH:4]=[CH:3][CH:2]=1.[N+:28]([C:31]1[CH:36]=[CH:35][C:34]([S:37]([NH2:40])(=[O:39])=[O:38])=[CH:33][CH:32]=1)([O-:30])=[O:29]>>[C:1]1([C:7]([C:17]2[CH:22]=[CH:21][C:20]([CH:23]=[CH:24][C:25]([NH:40][S:37]([C:34]3[CH:33]=[CH:32][C:31]([N+:28]([O-:30])=[O:29])=[CH:36][CH:35]=3)(=[O:38])=[O:39])=[O:26])=[CH:19][CH:18]=2)=[C:8]([C:11]2[CH:16]=[CH:15][CH:14]=[CH:13][CH:12]=2)[CH2:9][CH3:10])[CH:2]=[CH:3][CH:4]=[CH:5][CH:6]=1. Procedure details: Prepared by coupling 1a and 4-nitrobenzenesulfonamide in accordance with Procedure 1, Method A described hereinabove. Yield (32%); 1H NMR (d6-DMSO) δ 8.33 (d, J=8.8 Hz, 2H), 8.08 (d, J=8.8 Hz, 2H), 7.38–7.07 (m, 13H), 6.82 (d, J=8.0 Hz, 2H), 6.35 (d, J=15.7 Hz, 1H), 2.35 (q, J=7.3 Hz, 2H), 0.81 (t, J=7.3 Hz, 3H); APcI m/z: 538 (M+). Reactants: COC(C)(C)C, ClCCl, O=c1cc(OCc2ccccn2)ccn1CCc1ccc(CO)cc1, BrP(Br)Br. RXN SMILES: [C:33]([O:34][CH3:35])([CH3:36])([CH3:37])[CH3:38].[Cl:30][CH2:31][Cl:32].[OH:1][CH2:2][c:3]1[cH:4][cH:5][c:6]([CH2:9][CH2:10][n:11]2[c:12](=[O:25])[cH:13][c:14]([O:17][CH2:18][c:19]3[n:20][cH:21][cH:22][cH:23][cH:24]3)[cH:15][cH:16]2)[cH:7][cH:8]1.[P:26]([Br:27])([Br:28])[Br:29]>>[CH2:2]([c:3]1[cH:4][cH:5][c:6]([CH2:9][CH2:10][n:11]2[c:12](=[O:25])[cH:13][c:14]([O:17][CH2:18][c:19]3[n:20][cH:21][cH:22][cH:23][cH:24]3)[cH:15][cH:16]2)[cH:7][cH:8]1)[Br:27]. Product: O=c1cc(OCc2ccccn2)ccn1CCc1ccc(CBr)cc1.